From a dataset of the Open Reaction Database (ORD), a public repository of structured organic reaction records. describe an organic reaction: reactants, conditions, products, and yield The product is CSc1ccc(C(=O)C(C)(C)O)cc1. As a reaction SMILES: [CH2:19]1[O:20][CH2:21][CH2:22][CH2:23]1.[CH3:1][Si:2]([O:3][C:4]([C:5](=[O:6])[c:7]1[cH:8][cH:9][c:10]([S:13][CH3:14])[cH:11][cH:12]1)([CH3:15])[CH3:16])([CH3:17])[CH3:18]>>[OH:3][C:4]([C:5](=[O:6])[c:7]1[cH:8][cH:9][c:10]([S:13][CH3:14])[cH:11][cH:12]1)([CH3:15])[CH3:16]. The reactants are C1CCOC1, CSc1ccc(C(=O)C(C)(C)O[Si](C)(C)C)cc1.